This data is from the Open Reaction Database (ORD), a public repository of structured organic reaction records. The task is: describe an organic reaction: reactants, conditions, products, and yield Starting materials: C#Cc1cc(C(=O)O)cc(C#N)c1OC, Cc1ccccc1, CN(C)C=O, O=C(Cl)C(=O)Cl. The product is C#Cc1cc(C(=O)Cl)cc(C#N)c1OC. Reaction SMILES: [C:1](#[N:2])[c:3]1[cH:4][c:5]([C:6](=[O:7])[OH:8])[cH:9][c:10]([C:14]#[CH:15])[c:11]1[O:12][CH3:13].[CH3:16][c:17]1[cH:18][cH:19][cH:20][cH:21][cH:22]1.[CH3:29][N:30]([CH3:31])[CH:32]=[O:33].[Cl:23][C:24]([C:25]([Cl:26])=[O:27])=[O:28]>>[C:1](#[N:2])[c:3]1[cH:4][c:5]([C:6](=[O:7])[Cl:23])[cH:9][c:10]([C:14]#[CH:15])[c:11]1[O:12][CH3:13]. The reactants are CC(C)(C)OC(=O)Cn1ccc2ccc(O)cc21, CCCCP(CCCC)CCCC, Cc1nc(-c2ccc(C(F)(F)F)c(F)c2)sc1CO. Product: Cc1nc(-c2ccc(C(F)(F)F)c(F)c2)sc1COc1ccc2ccn(CC(=O)OC(C)(C)C)c2c1. As a reaction SMILES: [C:1]([CH3:2])([CH3:3])([CH3:4])[O:5][C:6]([CH2:7][n:8]1[cH:9][cH:10][c:11]2[cH:12][cH:13][c:14]([OH:17])[cH:15][c:16]12)=[O:18].[CH2:38]([P:39]([CH2:40][CH2:41][CH2:42][CH3:43])[CH2:44][CH2:45][CH2:46][CH3:47])[CH2:48][CH2:49][CH3:50].[F:19][c:20]1[cH:21][c:22](-[c:30]2[s:31][c:32]([CH2:36][OH:37])[c:33]([CH3:35])[n:34]2)[cH:23][cH:24][c:25]1[C:26]([F:27])([F:28])[F:29]>>[C:1]([CH3:2])([CH3:3])([CH3:4])[O:5][C:6]([CH2:7][n:8]1[cH:9][cH:10][c:11]2[cH:12][cH:13][c:14]([O:17][CH2:36][c:32]3[s:31][c:30](-[c:22]4[cH:21][c:20]([F:19])[c:25]([C:26]([F:27])([F:28])[F:29])[cH:24][cH:23]4)[n:34][c:33]3[CH3:35])[cH:15][c:16]12)=[O:18]. As a reaction SMILES: [CH3:14][O:15][CH2:16][C:17](=[O:18])[O:19][CH2:20][CH3:21].[CH3:1][O:2][c:3]1[cH:4][c:5]([CH2:11][C:12]#[N:13])[cH:6][cH:7][c:8]1[O:9][CH3:10].[CH3:23][CH2:24][O-:25].[CH3:26][CH2:27][OH:28].[Na+:22]>>[CH3:1][O:2][c:3]1[cH:4][c:5]([CH:11]([C:12]#[N:13])[C:17]([CH2:16][O:15][CH3:14])=[O:18])[cH:6][cH:7][c:8]1[O:9][CH3:10]. Reactants: CCOC(=O)COC, COc1ccc(CC#N)cc1OC, CC[O-], CCO, [Na+]. The product is COCC(=O)C(C#N)c1ccc(OC)c(OC)c1. Starting materials: NC1=NC(=C(C(=N1)C=1OC=CC1)C#N)SC (2-amino-4-(2-furyl)-6-(methylthio)-5-pyrimidinecarbonitrile), C1(=CC=CC=C1)CCCN (phenylpropylamine). The solvent is C(C)O (ethanol). Yields the product NC1=NC(=C(C(=N1)C=1OC=CC1)C#N)NCCCC1=CC=CC=C1 (2-Amino-4-furan-2-yl-6-(3-phenyl-propylamino)-pyrimidine-5-carbonitrile). RXN SMILES: [NH2:1][C:2]1[N:7]=[C:6]([C:8]2[O:9][CH:10]=[CH:11][CH:12]=2)[C:5]([C:13]#[N:14])=[C:4](SC)[N:3]=1.[C:17]1([CH2:23][CH2:24][CH2:25][NH2:26])[CH:22]=[CH:21][CH:20]=[CH:19][CH:18]=1>C(O)C>[NH2:1][C:2]1[N:7]=[C:6]([C:8]2[O:9][CH:10]=[CH:11][CH:12]=2)[C:5]([C:13]#[N:14])=[C:4]([NH:26][CH2:25][CH2:24][CH2:23][C:17]2[CH:22]=[CH:21][CH:20]=[CH:19][CH:18]=2)[N:3]=1. Procedure: From 2-amino-4-(2-furyl)-6-(methylthio)-5-pyrimidinecarbonitrile and phenylpropylamine in ethanol. ES-MS m/e (%): 320 (M+H+, 100). Reactants: NC1=C(SC(=C1)C1=CC=CC=C1)C(=O)OC (methyl 3-amino-5-phenylthiophene-2-carboxylate), [Br-].[Br-].[Br-].C1(=CC=CC=C1)[N+](C)(C)C.C1(=CC=CC=C1)[N+](C)(C)C.C1(=CC=CC=C1)[N+](C)(C)C (phenyltrimethylammonium tribromide), C([O-])([O-])=O.[Ca+2] (calcium carbonate). Solvent: ClCCl (dichloromethane), CO (methanol). Reaction conditions: time 8 hour. Product: NC1=C(SC(=C1Br)C1=CC=CC=C1)C(=O)OC (methyl 3-amino-4-bromo-5-phenylthiophene-2-carboxylate). The yield is 88.1%. Reaction SMILES: [NH2:1][C:2]1[CH:6]=[C:5]([C:7]2[CH:12]=[CH:11][CH:10]=[CH:9][CH:8]=2)[S:4][C:3]=1[C:13]([O:15][CH3:16])=[O:14].[Br-:17].[Br-].[Br-].C1([N+](C)(C)C)C=CC=CC=1.C1([N+](C)(C)C)C=CC=CC=1.C1([N+](C)(C)C)C=CC=CC=1.C(=O)([O-])[O-].[Ca+2]>ClCCl.CO>[NH2:1][C:2]1[C:6]([Br:17])=[C:5]([C:7]2[CH:12]=[CH:11][CH:10]=[CH:9][CH:8]=2)[S:4][C:3]=1[C:13]([O:15][CH3:16])=[O:14] |f:1.2.3.4.5.6,7.8|. Reported procedure: To a mixture of methyl 3-amino-5-phenylthiophene-2-carboxylate (2.33 g, 10 mmol) and phenyltrimethylammonium tribromide (9.4 g, 25 mmol) in dichloromethane (25 mL) and methanol (25 mL) was added calcium carbonate (4.03 g, 40 mmol) and the mixture stirred overnight. The solid was filtered off and the filtrate concentrated. The residue was purified by flash chromatography on silica gel using 1:10 ethyl acetate/hexanes to give 2.75 g of the title compound. 1H NMR (DMSO-d6) δ 7.62-7.65 (m, 2H), 7.47...